From a dataset of the Open Reaction Database (ORD), a public repository of structured organic reaction records. describe an organic reaction: reactants, conditions, products, and yield Reported procedure: To a suspension of 6-(cyclopropylmethoxy)pyridin-3-ol (855 mg) and potassium carbonate (1.44 g) in DMF (15 mL) was added chloromethyl methyl ether (0.635 mL), and the mixture was stirred at room temperature for 1 hr. Water was added to the reaction mixture, and the mixture was extracted with ethyl acetate. The organic layer was washed twice with saturated brine, and dried over anhydrous magnesium sulfate. The solvent was evaporated under reduced pressure, and the obtained residue was purified by... Yields the product C1(CC1)COC1=NC=C(C=C1)OCOC (2-(cyclopropylmethoxy)-5-(methoxymethoxy)pyridine). The reactants are O (Water), C1(CC1)COC1=CC=C(C=N1)O (6-(cyclopropylmethoxy)pyridin-3-ol), C([O-])([O-])=O.[K+].[K+] (potassium carbonate), COCCl (chloromethyl methyl ether). Reaction conditions: time 1 hour. Reaction SMILES: [CH:1]1([CH2:4][O:5][C:6]2[N:11]=[CH:10][C:9]([OH:12])=[CH:8][CH:7]=2)[CH2:3][CH2:2]1.C(=O)([O-])[O-].[K+].[K+].[CH3:19][O:20][CH2:21]Cl.O>CN(C=O)C>[CH:1]1([CH2:4][O:5][C:6]2[CH:7]=[CH:8][C:9]([O:12][CH2:19][O:20][CH3:21])=[CH:10][N:11]=2)[CH2:2][CH2:3]1 |f:1.2.3|. Run in CN(C)C=O (DMF). The reactants are FC1=CC=C(C=C1)[C@@H](C)NC(=O)NC1=CC2=C(C=N1)C(=NN2C(C2=CC=CC=C2)(C2=CC=CC=C2)C2=CC=CC=C2)NC ((R)-1-(1-(4-Fluorophenyl)ethyl)-3-(3-(methylamino)-1-trityl-1H-pyrazolo[4,3-c]pyridin-6-yl)urea), C(C)[SiH](CC)CC (triethylsilane). Run in C(=O)(C(F)(F)F)O (TFA). Product: FC1=CC=C(C=C1)[C@@H](C)NC(=O)NC1=CC2=C(C=N1)C(=NN2)NC (1-[(1R)-1-(4-fluorophenyl)ethyl]-3-[3-(methylamino)-1H-pyrazolo[4,3-c]pyridin-6-yl]urea). RXN SMILES: [F:1][C:2]1[CH:7]=[CH:6][C:5]([C@H:8]([NH:10][C:11]([NH:13][C:14]2[N:19]=[CH:18][C:17]3[C:20]([NH:42][CH3:43])=[N:21][N:22](C(C4C=CC=CC=4)(C4C=CC=CC=4)C4C=CC=CC=4)[C:16]=3[CH:15]=2)=[O:12])[CH3:9])=[CH:4][CH:3]=1.C([SiH](CC)CC)C>C(O)(C(F)(F)F)=O>[F:1][C:2]1[CH:7]=[CH:6][C:5]([C@H:8]([NH:10][C:11]([NH:13][C:14]2[N:19]=[CH:18][C:17]3[C:20]([NH:42][CH3:43])=[N:21][NH:22][C:16]=3[CH:15]=2)=[O:12])[CH3:9])=[CH:4][CH:3]=1. Procedure: (R)-1-(1-(4-Fluorophenyl)ethyl)-3-(3-(methylamino)-1-trityl-1H-pyrazolo[4,3-c]pyridin-6-yl)urea (404 mg, 0.708 mmol) and triethylsilane (0.170 mL, 1.062 mmol) were stirred in TFA (5 mL) at room temperature for 30 min. The solvent was removed in vacuo, saturated NaHCO3 was added, and the products extracted into EtOAc (×2). The combined organic extracts were washed with brine, dried over Na2SO4, filtered through Celite, and concentrated in vacuo. Purification of the residue by flash chromatography... The reactants are aqueous solution, [OH-].[NH4+] (ammonium hydroxide), N1(C=NC=C1)C=1C=C(N)C=C(C1)C(F)(F)F (3-(1H-imidazol-1-yl)-5-(trifluoromethyl)aniline), NC=1C=C(C=C(C1)Br)C(F)(F)F (3-Amino-5-bromobenzotrifluoride), OC=1C=CC=C2C=CC=NC12 (8-hydroxy quinoline), N1C=NC=C1 (imidazole), C([O-])([O-])=O.[K+].[K+] (potassium carbonate). The reagents and catalysts are [Cu]I (CuI). The solvent is CCOC(=O)C (EtOAc), O (Water), CS(=O)C (DMSO). Reaction conditions: temperature 120 celsius, time 1 hour. The product is C(#C)C1=CN=C2N1C=CN=C2 (3-Ethynylimidazo[1,2-a]pyrazine). RXN SMILES: [N:1]1([C:6]2C=C(C=C(C(F)(F)F)[CH:12]=2)N)[CH:5]=[CH:4][N:3]=C1.[NH2:17][C:18]1[CH:19]=[C:20](C(F)(F)F)C=C(Br)[CH:23]=1.OC1C=CC=C2C=1N=CC=C2.N1C=CN=C1.C(=O)([O-])[O-].[K+].[K+].[OH-].[NH4+]>CS(C)=O.[Cu]I.CCOC(C)=O.O>[C:19]([C:18]1[N:17]2[CH:12]=[CH:6][N:1]=[CH:5][C:4]2=[N:3][CH:23]=1)#[CH:20] |f:4.5.6,7.8|. Procedure: To a solution of 3-((Trimethylsilyl)ethynyl)imidazo[1,2-a]pyrazine (0.15 g, 0.7 mmol) in 3.5 mL of THF was added 1.05 mL (1.05 mmol) of tetrabutylammonium fluoride (1.0M in THF) at ambient temperature. The solution was stirred for 15 min, concentrated, and the crude product purified by silica gel flash chromatography (eluted with 50% EtOAc/hexanes) to provide 0.078 g of product. 3-(1H-imidazol-1-yl)-5-(trifluoromethyl)aniline: A mixture of 3-Amino-5-bromobenzotrifluoride (4.0 g, 0.0167 mol), 8-h... The reactants are C(C)(C)(C)C1=CC=CC=C1 (tert-butylbenzene), N1=C(Cl)N=C(Cl)N=C1Cl (cyanuric chloride), [Cl-].[Al+3].[Cl-].[Cl-] (aluminum chloride), Cl (HCl). Run in ClC1=C(C=CC=C1)Cl (o-dichlorobenzene). Conditions: time 10 minute. The product is ClC1=NC(=NC(=N1)C1=CC=C(C=C1)C(C)(C)C)C1=CC=C(C=C1)C(C)(C)C (2-chloro-4,6-bis(4-tert-butylphenyl)-1,3,5-triazine). As a reaction SMILES: [N:1]1[C:8](Cl)=[N:7][C:5](Cl)=[N:4][C:2]=1[Cl:3].[Cl-].[Al+3].[Cl-].[Cl-].Cl.[C:15]([C:19]1[CH:24]=[CH:23][CH:22]=[CH:21][CH:20]=1)([CH3:18])([CH3:17])[CH3:16]>ClC1C=CC=CC=1Cl>[Cl:3][C:2]1[N:4]=[C:5]([C:22]2[CH:23]=[CH:24][C:19]([C:15]([CH3:18])([CH3:17])[CH3:16])=[CH:20][CH:21]=2)[N:7]=[C:8]([C:22]2[CH:23]=[CH:24][C:19]([C:15]([CH3:18])([CH3:17])[CH3:16])=[CH:20][CH:21]=2)[N:1]=1 |f:1.2.3.4|. Procedure: To a stirring mixture of 1 eq of cyanuric chloride and 3 eq of aluminum chloride in o-dichlorobenzene at ice bath temperature was added concentrated HCl (13 wt % based on cyanuric chloride). After 10 minutes, 1.95 eq of tert-butylbenzene was added and the reaction was stirred at ice bath temperature for 10 minutes. The cooling bath was removed, the reaction mixture was allowed to warm to room temperature, and stirred. After 2 h, HPLC analysis indicated 62% cyanuric chloride conversion to 2-chlor... Starting materials: C1(=CC=CC=C1)P(=O)(C1=CC=CC=C1)OC=1[C@@H]([C@@H]2N(C1C(=O)OCC1=CC=C(C=C1)[N+](=O)[O-])C([C@@H]2[C@@H](C)O)=O)C (p-nitrobenzyl (1R,5S,6S)-2-(diphenylphosphoryloxy)-6-[(R)-1-hydroxyethyl]-1-methylcarbapen-2-em-3-carboxylate), C(C)(C)N(CC)C(C)C (diisopropylethylamine), C(O)([O-])=O.[Na+] (sodium hydrogencarbonate), C(C)(=O)SC1CN(C1)C=1SC=C(N1)C(N(C(C)C)CC(N)=O)=O (3-acetylthio-1-[4-(N-carbamoylmethyl-N-isopropyl-carbamoyl)-1,3-thiazol-2-yl]azetidine), C(C)(=O)O.NN (hydrazine acetate). Solvent: C(C)#N (acetonitrile), C(C)(=O)OCC (ethyl acetate), CN(C=O)C (dimethylformamide), C(C)(=O)OCC.CO (ethyl acetate methanol). Run at time 1 hour. The product is C(N)(=O)CN(C(=O)C=1N=C(SC1)N1CC(C1)SC=1[C@@H]([C@H]2N(C1C(=O)OCC1=CC=C(C=C1)[N+](=O)[O-])C([C@@H]2[C@@H](C)O)=O)C)C(C)C (p-nitrobenzyl (1R,5S,6S)-2-{1-[4-(N-carbamoylmethyl-N-isopropyl-carbamoyl)-1,3-thiazol-2-yl]azetidin-3-yl}thio-6-[(R)-1-hydroxyethyl]-1-methylcarbapen-2-em-3-carboxylate). Isolated yield 56.2%. Reaction SMILES: C([S:4][CH:5]1[CH2:8][N:7]([C:9]2[S:10][CH:11]=[C:12]([C:14](=[O:23])[N:15]([CH2:19][C:20](=[O:22])[NH2:21])[CH:16]([CH3:18])[CH3:17])[N:13]=2)[CH2:6]1)(=O)C.C(O)(=O)C.NN.C1(P(O[C:45]2[C@H:46]([CH3:69])[C@H:47]3[C@@H:64]([C@H:65]([OH:67])[CH3:66])[C:63](=[O:68])[N:48]3[C:49]=2[C:50]([O:52][CH2:53][C:54]2[CH:59]=[CH:58][C:57]([N+:60]([O-:62])=[O:61])=[CH:56][CH:55]=2)=[O:51])(C2C=CC=CC=2)=O)C=CC=CC=1.C(N(C(C)C)CC)(C)C.C(=O)([O-])O.[Na+]>CN(C)C=O.C(#N)C.C(OCC)(=O)C.CO.C(OCC)(=O)C>[C:20]([CH2:19][N:15]([CH:16]([CH3:18])[CH3:17])[C:14]([C:12]1[N:13]=[C:9]([N:7]2[CH2:6][CH:5]([S:4][C:45]3[C@H:46]([CH3:69])[C@@H:47]4[C@@H:64]([C@H:65]([OH:67])[CH3:66])[C:63](=[O:68])[N:48]4[C:49]=3[C:50]([O:52][CH2:53][C:54]3[CH:59]=[CH:58][C:57]([N+:60]([O-:62])=[O:61])=[CH:56][CH:55]=3)=[O:51])[CH2:8]2)[S:10][CH:11]=1)=[O:23])(=[O:22])[NH2:21] |f:1.2,5.6,9.10|. Procedure details: To a solution of 3-acetylthio-1-[4-(N-carbamoylmethyl-N-isopropyl-carbamoyl)-1,3-thiazol-2-yl]azetidine (347 mg, 0.97 mmol) (obtained as described in Reference Example 49) in dimethylformamide (10 ml) was added hydrazine acetate (108 mg, 1.17 mmol) at room temperature under an atmosphere of nitrogen and the mixture was stirred for 1 hour. After checking the completion of the reaction, a solution of p-nitrobenzyl (1R,5S,6S)-2-(diphenylphosphoryloxy)-6-[(R)-1-hydroxyethyl]-1-methylcarbapen-2-em-3-...